Dataset: the Open Reaction Database (ORD), a public repository of structured organic reaction records. Task: describe an organic reaction: reactants, conditions, products, and yield Reactants: CC(=O)OI1(C2=CC=CC=C2C(=O)O1)(OC(=O)C)OC(=O)C (1,1,1-triacetoxy-1,1-dihydro-1,2-benziodoxol-3(1H)-one), C(C)(C)(C)[SiH2]OC(C=1C=CC=C2C=CC=C(C12)CO)(C)C ([8-(tert-Butyl-dimethyl-silanyloxymethyl)-naphthalen-1-yl]-methanol), CC(=O)OI1(C=2C=CC=CC2C(=O)O1)(OC(=O)C)OC(=O)C (Dess-Martin periodinane). The solvent is ClCCl (dichloromethane). Conditions: time 1 hour. Product: C(C)(C)(C)[SiH2]OC(C=1C=CC=C2C=CC=C(C12)C=O)(C)C (8-(tert-butyl-dimethyl-silanyloxymethyl)-naphthalene-1-carbaldehyde). Reaction SMILES: [C:1]([SiH2:5][O:6][C:7]([CH3:21])([CH3:20])[C:8]1[CH:9]=[CH:10][CH:11]=[C:12]2[C:17]=1[C:16]([CH2:18][OH:19])=[CH:15][CH:14]=[CH:13]2)([CH3:4])([CH3:3])[CH3:2].CC(OI1(OC(C)=O)(OC(C)=O)OC(=O)C2C1=CC=CC=2)=O>ClCCl>[C:1]([SiH2:5][O:6][C:7]([CH3:21])([CH3:20])[C:8]1[CH:9]=[CH:10][CH:11]=[C:12]2[C:17]=1[C:16]([CH:18]=[O:19])=[CH:15][CH:14]=[CH:13]2)([CH3:4])([CH3:2])[CH3:3]. Procedure details: [8-(tert-Butyl-dimethyl-silanyloxymethyl)-naphthalen-1-yl]-methanol (Aust. J. Chem. 1996, 49, 793-800) (0.2 g, 0.66 mmol) was dissolved in dichloromethane (8 mL). To the solution was then added 1,1,1-triacetoxy-1,1-dihydro-1,2-benziodoxol-3(1H)-one, also known as Dess-Martin periodinane (0.56 g, 1.32 mmol). The reaction mixture was stirred for 1 hr then partitioned with an aqueous saturated solution of thiosulfate and dichloromethane. The organic layer was washed with an aqueous saturated soluti... Reactants: [BH4-], CC(C)(C)CC(C)(C)N, CCOc1ccc(NC(C)(C)CC(C)(C)C)cc1, CCOc1ccc(C=O)cc1, ClCCl, CO, O=C(OO)c1cccc(Cl)c1, [Na+]. Reaction SMILES: [BH4-:30].[C:43]([NH2:44])([CH2:45][C:46]([CH3:47])([CH3:48])[CH3:49])([CH3:50])[CH3:51].[CH2:1]([O:2][c:3]1[cH:4][cH:5][c:6]([NH:10][C:11]([CH3:12])([CH3:13])[CH2:14][C:15]([CH3:16])([CH3:17])[CH3:18])[cH:7][cH:8]1)[CH3:9].[CH2:32]([CH3:33])[O:34][c:35]1[cH:36][cH:37][c:38]([CH:39]=[O:40])[cH:41][cH:42]1.[CH2:52]([Cl:53])[Cl:54].[CH3:55][OH:56].[Cl:19][c:20]1[cH:21][c:22]([C:27](=[O:24])[O:28][OH:29])[cH:23][cH:25][cH:26]1.[Na+:31]>>[N+:10]([C:11]([CH3:12])([CH3:13])[CH2:14][C:15]([CH3:16])([CH3:17])[CH3:18])([O-:24])=[CH:39][c:38]1[cH:37][cH:36][c:35]([O:34][CH2:32][CH3:33])[cH:42][cH:41]1. The product is CCOc1ccc(C=[N+]([O-])C(C)(C)CC(C)(C)C)cc1.